Dataset: the Open Reaction Database (ORD), a public repository of structured organic reaction records. Task: describe an organic reaction: reactants, conditions, products, and yield The product is ClC(C(=O)[O-])CC1=CC=C(C=C1)OCC(C1=CC=CC=C1)(C)C.[Al+3].ClC(C(=O)[O-])CC1=CC=C(C=C1)OCC(C)(C)C1=CC=CC=C1.ClC(C(=O)[O-])CC1=CC=C(C=C1)OCC(C)(C)C1=CC=CC=C1 (Aluminum 2-chloro-3-[4-(2,2-dimethyl-2-phenylethyloxy)-phenyl]propionate). Starting materials: ClC(C(=O)O)CC1=CC=C(C=C1)OCC(C1=CC=CC=C1)(C)C (2-chloro-3-[4-(2,2-dimethyl-2-phenylethyloxy)phenyl]propionic acid), CC([O-])C.[Al+3].CC([O-])C.CC([O-])C (aluminum isopropoxide), O (water). Reaction conditions: time 3 hour. Run in C(C)(C)O (isopropanol). Yield: 64.4%. As a reaction SMILES: [Cl:1][CH:2]([CH2:6][C:7]1[CH:12]=[CH:11][C:10]([O:13][CH2:14][C:15]([CH3:23])([CH3:22])[C:16]2[CH:21]=[CH:20][CH:19]=[CH:18][CH:17]=2)=[CH:9][CH:8]=1)[C:3]([OH:5])=[O:4].CC(C)[O-].[Al+3:28].CC(C)[O-].CC(C)[O-].O>C(O)(C)C>[Cl:1][CH:2]([CH2:6][C:7]1[CH:12]=[CH:11][C:10]([O:13][CH2:14][C:15]([CH3:23])([CH3:22])[C:16]2[CH:21]=[CH:20][CH:19]=[CH:18][CH:17]=2)=[CH:9][CH:8]=1)[C:3]([O-:5])=[O:4].[Al+3:28].[Cl:1][CH:2]([CH2:6][C:7]1[CH:12]=[CH:11][C:10]([O:13][CH2:14][C:15]([C:16]2[CH:17]=[CH:18][CH:19]=[CH:20][CH:21]=2)([CH3:23])[CH3:22])=[CH:9][CH:8]=1)[C:3]([O-:5])=[O:4].[Cl:1][CH:2]([CH2:6][C:7]1[CH:12]=[CH:11][C:10]([O:13][CH2:14][C:15]([C:16]2[CH:17]=[CH:18][CH:19]=[CH:20][CH:21]=2)([CH3:23])[CH3:22])=[CH:9][CH:8]=1)[C:3]([O-:5])=[O:4] |f:1.2.3.4,7.8.9.10|. Reported procedure: In 30 ml of isopropanol is dissolved 3.05 g of 2-chloro-3-[4-(2,2-dimethyl-2-phenylethyloxy)phenyl]propionic acid, and 0.62 g of aluminum isopropoxide is added to the solution. The mixture is stirred at room temperature for 3 hours. Then, 0.5 ml of water is added to the mixture and the mixture is further stirred for 1 hour. The resulting precipitates are collected by filtration, washed with water and isopropanol and dried. The procedure gives 2.0 g of Aluminum 2-chloro-3-[4-(2,2-dimethyl-2-pheny... Reactants: ethyl, CCCC(CCCCCCC)C(=O)[O-] (undecane-4-carboxylate), C([O-])([O-])=O.[K+].[K+] (potassium carbonate). The solvent is Cl (hydrochloric acid). Yields the product CCCCCCCCCCC (undecane). As a reaction SMILES: [CH3:1][CH2:2][CH2:3][CH:4](C([O-])=O)[CH2:5][CH2:6][CH2:7][CH2:8][CH2:9][CH2:10][CH3:11].C(=O)([O-])[O-].[K+].[K+]>Cl>[CH3:11][CH2:10][CH2:9][CH2:8][CH2:7][CH2:6][CH2:5][CH2:4][CH2:3][CH2:2][CH3:1] |f:1.2.3|. Procedure details: 9 g (40 mmol) of ethyl 1,4-diazatircylco[6.2.0.02,6 ]undecane-4-carboxylate are heated under reflux overnight with 50 ml of concentrated hydrochloric acid. The mixture is rendered alkaline with potassium carbonate and extracted ten times using 50 ml of chloroform each time, the extracts are dried over potassium carbonate and concentrated, and the residue is distilled. Procedure details: The 2-methoxydibenzothiophene was subjected to a Friedel-Crafts acetylation as described for the corresponding dibenzofuran (as in Routier et al., supra) to give 55% of 3-acetyl-2-methoxy-dibenzothiophene, m.p. 163.4°-164.9° after recrystallization from a mixture of heptane and toluene. The PMR spectrum, 200 MHz, supported the structure. Isolated yield 55.0%. As a reaction SMILES: [CH3:1][O:2][C:3]1[CH:15]=[CH:14][C:6]2[S:7][C:8]3[CH:13]=[CH:12][CH:11]=[CH:10][C:9]=3[C:5]=2[CH:4]=1.C1C2C3C=CC=CC=3[O:21][C:20]=2[CH:19]=CC=1>>[C:20]([C:15]1[C:3]([O:2][CH3:1])=[CH:4][C:5]2[C:9]3[CH:10]=[CH:11][CH:12]=[CH:13][C:8]=3[S:7][C:6]=2[CH:14]=1)(=[O:21])[CH3:19]. Yields the product C(C)(=O)C=1C(=CC2=C(SC3=C2C=CC=C3)C1)OC (3-acetyl-2-methoxy-dibenzothiophene). The reactants are COC1=CC2=C(SC3=C2C=CC=C3)C=C1 (2-methoxydibenzothiophene), C1=CC=CC=2OC3=C(C21)C=CC=C3 (dibenzofuran). The reactants are BrC=1C=NC2=CC=C(C=C2C1)CC1=NN=C2N1N=C(C=C2)C (3-bromo-6-(6-methyl-[1,2,4]triazolo[4,3-b]pyridazin-3-ylmethyl)-quinoline), C(=C)B(O)O (vinyl boronic acid), C(=O)([O-])[O-].[K+].[K+] (K2CO3), O1CCOCC1 (1,4-dioxane). The reagents and catalysts are C1=CC=C(C=C1)[PH+](C2=CC=CC=C2)[C]3[CH][CH][CH][CH]3.C1=CC=C(C=C1)[PH+](C2=CC=CC=C2)[C]3[CH][CH][CH][CH]3.C(Cl)Cl.Cl[Pd]Cl.[Fe] (dichloro[1,1′-bis(diphenylphosphino)ferrocene]palladium(II) dichloromethane adduct). Run in O (water). Yields the product CC=1C=CC=2N(N1)C(=NN2)CC=2C=C1C=C(C=NC1=CC2)C=C (6-(6-Methyl-[1,2,4]triazolo[4,3-b]pyridazin-3-ylmethyl)-3-vinyl-quinoline). Isolated yield 35.0%. RXN SMILES: Br[C:2]1[CH:3]=[N:4][C:5]2[C:10]([CH:11]=1)=[CH:9][C:8]([CH2:12][C:13]1[N:17]3[N:18]=[C:19]([CH3:22])[CH:20]=[CH:21][C:16]3=[N:15][N:14]=1)=[CH:7][CH:6]=2.[CH:23](B(O)O)=[CH2:24].C([O-])([O-])=O.[K+].[K+].O1CCOCC1>C1C=CC([PH+]([C]2[CH][CH][CH][CH]2)C2C=CC=CC=2)=CC=1.C1C=CC([PH+]([C]2[CH][CH][CH][CH]2)C2C=CC=CC=2)=CC=1.C(Cl)Cl.Cl[Pd]Cl.[Fe].O>[CH3:22][C:19]1[CH:20]=[CH:21][C:16]2[N:17]([C:13]([CH2:12][C:8]3[CH:9]=[C:10]4[C:5](=[CH:6][CH:7]=3)[N:4]=[CH:3][C:2]([CH:23]=[CH2:24])=[CH:11]4)=[N:14][N:15]=2)[N:18]=1 |f:2.3.4,6.7.8.9.10,^1:44,45,46,47,48,62,63,64,65,66|. Reported procedure: To a microwave vessel was added 3-bromo-6-(6-methyl-[1,2,4]triazolo[4,3-b]pyridazin-3-ylmethyl)-quinoline (500 mg, 1.41 mmol, 1 equiv), vinyl boronic acid (299 uL, 1.76 mmol, 1.25 equiv), K2CO3 (390 mg, 2.82 mmol, 2.0 equiv) followed by 1,4-dioxane (10 mL) and water (5 mL). The solution was degassed with nitrogen for 10 min and then dichloro[1,1′-bis(diphenylphosphino)ferrocene]palladium(II) dichloromethane adduct (51 mg, 0.07 mmol, 0.05 equiv) was added. The microwave vessel was capped and reac...